This data is from the Open Reaction Database (ORD), a public repository of structured organic reaction records. The task is: describe an organic reaction: reactants, conditions, products, and yield Starting materials: C1(=CC=CC=C1)C (toluene), ON=C1C[C@@H]2CC=CC[C@@H]2C1 (8-hydroxyimino-cis-bicyclo[4,3,0]nona-3-ene), [H-].[Na+] (sodium hydride), ClCCCC#N (γ-chlorobutyronitrile). Solvent: O (water). Run at time 0.5 hour. The product is C(#N)CCCON=C1C[C@@H]2CC=CC[C@@H]2C1 (8-(3'-cyanopropoxy)imino-cis-bicyclo[4,3,0]nona-3-ene). RXN SMILES: C1(C)C=CC=CC=1.[OH:8][N:9]=[C:10]1[CH2:18][C@@H:17]2[C@@H:12]([CH2:13][CH:14]=[CH:15][CH2:16]2)[CH2:11]1.[H-].[Na+].Cl[CH2:22][CH2:23][CH2:24][C:25]#[N:26]>O>[C:25]([CH2:24][CH2:23][CH2:22][O:8][N:9]=[C:10]1[CH2:11][C@@H:12]2[C@@H:17]([CH2:16][CH:15]=[CH:14][CH2:13]2)[CH2:18]1)#[N:26] |f:2.3|. Procedure: To a toluene solution (20 ml) of 8-hydroxyimino-cis-bicyclo[4,3,0]nona-3-ene (1 g), was added sodium hydride (50% mineral oil dispersion, 330 mg), and the mixture was stirred for 0.5 hr at room temperature. After addition of γ-chlorobutyronitrile (5 g) to the mixture, stirring was continued for 2 hr. After cooling, the reaction mixture was poured into water and extracted with ethyl acetate. The extract was washed with water and dried over Na2SO4 and concentrated to give an oil. This material was... The reactants are C(C)(C)(C)N1C=C(C(C2=CC=C(N=C12)Cl)=O)C(=O)OCC (ethyl 1-tert-butyl-7-chloro-4-oxo-1,4-dihydro-1,8-naphthyridine-3-carboxylate), C([O-])([O-])=O.[K+].[K+] (potassium carbonate), N1CCCC1 (pyrrolidine), C([O-])([O-])=O.[K+].[K+] (potassium carbonate), N1CCCC1 (pyrrolidine). Run in ClCCl (dichloromethane). Product: C(C)(C)(C)N1C=C(C(C2=CC=C(N=C12)N1CCCC1)=O)C(=O)OCC (ethyl 1-tert-butyl-4-oxo-7-pyrrolidin-1-yl-1,4-dihydro-1,8-naphthyridine-3-carboxylate). Reaction SMILES: [C:1]([N:5]1[C:14]2[C:9](=[CH:10][CH:11]=[C:12](Cl)[N:13]=2)[C:8](=[O:16])[C:7]([C:17]([O:19][CH2:20][CH3:21])=[O:18])=[CH:6]1)([CH3:4])([CH3:3])[CH3:2].C(=O)([O-])[O-].[K+].[K+].[NH:28]1[CH2:32][CH2:31][CH2:30][CH2:29]1>ClCCl>[C:1]([N:5]1[C:14]2[C:9](=[CH:10][CH:11]=[C:12]([N:28]3[CH2:32][CH2:31][CH2:30][CH2:29]3)[N:13]=2)[C:8](=[O:16])[C:7]([C:17]([O:19][CH2:20][CH3:21])=[O:18])=[CH:6]1)([CH3:4])([CH3:3])[CH3:2] |f:1.2.3|. Procedure: A solution of Example 73C (210 mg), potassium carbonate (150 mg), and pyrrolidine (113 μl) in dichloromethane was stirred for 3 days, treated with potassium carbonate (150 mg) and pyrrolidine (113 μL), stirred for 3 more days, and concentrated; and the concentrate was purified by flash column chromatography on silica gel with a methanol/dichloromethane gradient.